From a dataset of the Open Reaction Database (ORD), a public repository of structured organic reaction records. describe an organic reaction: reactants, conditions, products, and yield RXN SMILES: [CH3:1][C@@H:2]1[CH2:7][CH2:6][C@H:5]([N:8]2[CH2:13][CH2:12][NH:11][CH2:10][CH2:9]2)[CH2:4][CH2:3]1.F[C:15]1[CH:25]=[CH:24][C:18]([C:19]([O:21][CH2:22][CH3:23])=[O:20])=[CH:17][CH:16]=1.C(=O)([O-])[O-].[K+].[K+].O>CS(C)=O>[CH3:1][C@@H:2]1[CH2:3][CH2:4][C@H:5]([N:8]2[CH2:13][CH2:12][N:11]([C:15]3[CH:25]=[CH:24][C:18]([C:19]([O:21][CH2:22][CH3:23])=[O:20])=[CH:17][CH:16]=3)[CH2:10][CH2:9]2)[CH2:6][CH2:7]1 |f:2.3.4|. Reported procedure: A mixture of cis-1-(4-methylcyclohexyl)piperazine (29.6 g), ethyl 4-fluorobenzoate (41.0 g) and potassium carbonate (67.3 g) in DMSO (300 ml) was stirred at 140° C. for 9 hours. The reaction mixture was poured into water (1.2 l) and extracted twice with ethyl acetate (400 ml). The extracts were collected, washed with saturated aqueous sodium chloride, dried over magnesium sulfate and evaporated in vacuo. The resulting residue was chromatographed on silica gel (1 l) eluting with a mixture of n-he... Solvent: CS(=O)C (DMSO). Yield: 70.2%. The reactants are O (water), C[C@H]1CC[C@H](CC1)N1CCNCC1 (cis-1-(4-methylcyclohexyl)piperazine), FC1=CC=C(C(=O)OCC)C=C1 (ethyl 4-fluorobenzoate), C([O-])([O-])=O.[K+].[K+] (potassium carbonate). The product is C[C@H]1CC[C@H](CC1)N1CCN(CC1)C1=CC=C(C(=O)OCC)C=C1 (ethyl 4-[cis-4-(4-methylcyclohexyl)-1-piperazinyl]benzoate). Reaction conditions: temperature 140 celsius, time 9 hour. Reactants: CCOC(=O)c1cnc2c(c1O)CC(C)(OCc1ccccc1)CC2, O=C(Cl)C(=O)Cl, CN(C)C=O. Yields the product CCOC(=O)c1cnc2c(c1Cl)CC(C)(OCc1ccccc1)CC2. Reaction SMILES: [CH2:7]([c:8]1[cH:9][cH:10][cH:11][cH:12][cH:13]1)[O:14][C:15]1([CH3:31])[CH2:16][c:17]2[c:18]([OH:30])[c:19]([C:25](=[O:26])[O:27][CH2:28][CH3:29])[cH:20][n:21][c:22]2[CH2:23][CH2:24]1.[Cl:1][C:2]([C:3]([Cl:4])=[O:5])=[O:6].[O:32]=[CH:33][N:34]([CH3:35])[CH3:36]>>[Cl:1][c:18]1[c:17]2[c:22]([n:21][cH:20][c:19]1[C:25](=[O:26])[O:27][CH2:28][CH3:29])[CH2:23][CH2:24][C:15]([O:14][CH2:7][c:8]1[cH:9][cH:10][cH:11][cH:12][cH:13]1)([CH3:31])[CH2:16]2.